Dataset: the Open Reaction Database (ORD), a public repository of structured organic reaction records. Task: describe an organic reaction: reactants, conditions, products, and yield Reactants: ClC=1C=C(SC1)C(=O)O (4-chloro-2-thiophenecarboxylic acid), N1(C(CC2=CC=CC=C12)=O)C(=O)N (2-oxindole-1-carboxamide), C(=O)(N1C=NC=C1)N1C=NC=C1 (1,1'-carbonyldiimidazole), [N-]1C=NC=C1 (imidazolide). Reagents/catalysts: CN(C)C1=CC=NC=C1 (4-(N,N-dimethylamino)pyridine). Solvent: CN(C=O)C (N,N-dimethylformamide), C(C)(=O)O (acetic acid). Product: ClC=1C=C(SC1)C(=O)C1C(N(C2=CC=CC=C12)C(=O)N)=O (3-(4-Chloro-2-thenoyl)-2-oxindole-1-carboxamide). As a reaction SMILES: [Cl:1][C:2]1[CH:3]=[C:4]([C:7]([OH:9])=O)[S:5][CH:6]=1.C(N1C=CN=C1)(N1C=CN=C1)=O.[N-]1C=CN=C1.[N:27]1([C:37]([NH2:39])=[O:38])[C:35]2[C:30](=[CH:31][CH:32]=[CH:33][CH:34]=2)[CH2:29][C:28]1=[O:36]>CN(C)C=O.CN(C1C=CN=CC=1)C.C(O)(=O)C>[Cl:1][C:2]1[CH:3]=[C:4]([C:7]([CH:29]2[C:30]3[C:35](=[CH:34][CH:33]=[CH:32][CH:31]=3)[N:27]([C:37]([NH2:39])=[O:38])[C:28]2=[O:36])=[O:9])[S:5][CH:6]=1. Procedure details: The title compound was prepared according to the procedure of Example 55. An 831 mg (5.11 mmole) portion of 4-chloro-2-thiophenecarboxylic acid (prepared according to Iriarte, J., et al., J. Het. Chem., 13, 393 (1976)) was combined with 897 mg (5.53 mmole) of 1,1'-carbonyldiimidazole in 5 ml of N,N-dimethylformamide and the intermediate imidazolide coupled directly with 750 mg (4.26 mmole) of 2-oxindole-1-carboxamide in the presence of 1.40 g (11.49 mmole) of 4-(N,N-dimethylamino)pyridine. The r... Reactants: C(#N)C1(COC(OC1)(C)C)NC(=O)C1=C(N=C2N1C=CC=C2OCC2=C(C=CC=C2F)F)C (N-(5-cyano-2,2-dimethyl-1,3-dioxan-5-yl)-8-[(2,6-difluorobenzyl)oxy]-2-methylimidazo[1,2-a]pyridine-3-carboxamide), [Cl-].[NH4+] (ammonium chloride), [N-]=[N+]=[N-].[Na+] (sodium azide). Run in CN(C)C=O (DMF). Conditions: temperature 120 celsius, time 2 hour. Yields the product FC1=C(COC=2C=3N(C=CC2)C(=C(N3)C)C(=O)NC3(COC(OC3)(C)C)C=3N=NNN3)C(=CC=C1)F (8-[(2,6-difluorobenzyl)oxy]-N-[2,2-dimethyl-5-(2H-tetrazol-5-yl)-1,3-dioxan-5-yl]-2-methylimidazo[1,2-a]pyridine-3-carboxamide). The yield is 96.3%. As a reaction SMILES: [C:1]([C:3]1([NH:11][C:12]([C:14]2[N:18]3[CH:19]=[CH:20][CH:21]=[C:22]([O:23][CH2:24][C:25]4[C:30]([F:31])=[CH:29][CH:28]=[CH:27][C:26]=4[F:32])[C:17]3=[N:16][C:15]=2[CH3:33])=[O:13])[CH2:8][O:7][C:6]([CH3:10])([CH3:9])[O:5][CH2:4]1)#[N:2].[Cl-].[NH4+].[N-:36]=[N+:37]=[N-:38].[Na+]>CN(C=O)C>[F:31][C:30]1[CH:29]=[CH:28][CH:27]=[C:26]([F:32])[C:25]=1[CH2:24][O:23][C:22]1[C:17]2[N:18]([C:14]([C:12]([NH:11][C:3]3([C:1]4[N:36]=[N:37][NH:38][N:2]=4)[CH2:8][O:7][C:6]([CH3:10])([CH3:9])[O:5][CH2:4]3)=[O:13])=[C:15]([CH3:33])[N:16]=2)[CH:19]=[CH:20][CH:21]=1 |f:1.2,3.4|. Reported procedure: Under a nitrogen gas flow, to a solution of 27.7 g of N-(5-cyano-2,2-dimethyl-1,3-dioxan-5-yl)-8-[(2,6-difluorobenzyl)oxy]-2-methylimidazo[1,2-a]pyridine-3-carboxamide in 280 ml of DMF were added 10.0 g of ammonium chloride and 12.0 g of sodium azide at room temperature, followed by stirring at 120° C. for 2 hours. The reaction mixture was left to be cooled to room temperature, and the insoluble materials were then separated by filtration and washed with DMF. The filtrate was added to water, fol... The reactants are [N+](=O)([O-])C=1C(=C2C(=NC1)C=CS2)N[C@@H]2CC[C@H](CC2)CC(=O)OCC (Ethyl {trans-4-[(6-nitrothieno[3,2-b]pyridin-7-yl)amino]cyclohexyl}acetate). Reagents/catalysts: [Pd] (Pd/C). Solvent: CO (methanol). The product is NC=1C(=C2C(=NC1)C=CS2)N[C@@H]2CC[C@H](CC2)CC(=O)OCC (Ethyl {trans-4-[(6-aminothieno[3,2-b]pyridin-7-yl)amino]cyclohexyl}acetate). As a reaction SMILES: [N+:1]([C:4]1[C:5]([NH:13][C@H:14]2[CH2:19][CH2:18][C@H:17]([CH2:20][C:21]([O:23][CH2:24][CH3:25])=[O:22])[CH2:16][CH2:15]2)=[C:6]2[S:12][CH:11]=[CH:10][C:7]2=[N:8][CH:9]=1)([O-])=O>CO.[Pd]>[NH2:1][C:4]1[C:5]([NH:13][C@H:14]2[CH2:15][CH2:16][C@H:17]([CH2:20][C:21]([O:23][CH2:24][CH3:25])=[O:22])[CH2:18][CH2:19]2)=[C:6]2[S:12][CH:11]=[CH:10][C:7]2=[N:8][CH:9]=1. Procedure: Ethyl {trans-4-[(6-nitrothieno[3,2-b]pyridin-7-yl)amino]cyclohexyl}acetate (160 mg, 0.44 mmol) and 10% Pd/C (20 mg) in methanol (4 mL) was subjected to balloon pressure of H2 at room temperature for 2 h. The mixture was filtered. The filtrate was concentrated and purified on silica gel column (eluting with 0-10% MeOH in methylene chloride) to give the desired product. LCMS calculated for C17H24N3O2S (M+H)+: m/z=334.2. Found: 334.1. Starting materials: N#CC(C#N)Cc1ccccc1, CN(C)C=O, ClC=CCCl, [H-], [Na+]. Product: N#CC(C#N)(CC=CCl)Cc1ccccc1. RXN SMILES: [CH2:1]([c:2]1[cH:3][cH:4][cH:5][cH:6][cH:7]1)[CH:8]([C:9]#[N:10])[C:11]#[N:12].[CH3:20][N:21]([CH3:22])[CH:23]=[O:24].[Cl:15][CH:16]=[CH:17][CH2:18][Cl:19].[H-:13].[Na+:14]>>[CH2:1]([c:2]1[cH:3][cH:4][cH:5][cH:6][cH:7]1)[C:8]([C:9]#[N:10])([C:11]#[N:12])[CH2:18][CH:17]=[CH:16][Cl:15]. Run in COCCOC (DME). Reaction SMILES: [CH2:1]([N:4]([CH2:8][CH2:9][CH3:10])[CH2:5][CH2:6][NH2:7])[CH2:2][CH3:3].Cl[C:12]1[N:13]=[N+:14]([O-:25])[C:15]2[C:24]3[CH2:23][CH2:22][CH2:21][C:20]=3[CH:19]=[CH:18][C:16]=2[N:17]=1>COCCOC>[O-:25][N+:14]1[C:15]2[C:24]3[CH2:23][CH2:22][CH2:21][C:20]=3[CH:19]=[CH:18][C:16]=2[N:17]=[C:12]([NH:7][CH2:6][CH2:5][N:4]([CH2:8][CH2:9][CH3:10])[CH2:1][CH2:2][CH3:3])[N:13]=1. Yield: 91.9%. The reactants are C(CC)N(CCN)CCC (N,N-Dipropyl-1,2-ethanediamine), ClC=1N=[N+](C2=C(N1)C=CC=1CCCC12)[O-] (3-Chloro-8,9-dihydro-7H-indeno[5,4-e][1,2,4]triazine 1-Oxide). Reported procedure: N,N-Dipropyl-1,2-ethanediamine (297) (0.53 g, 3.7 mmol) was added to a stirred solution of chloride 5 (325 mg, 1.5 mmol) in DME (30 mL) and the solution stirred at reflux temperature for 2 h. The solvent was evaporated and the residue was partitioned between DCM (100 mL) and dilute aqueous NH3 solution (50 mL). The organic fraction was dried and the solvent evaporated. The residue was purified by chromatography, eluting with a gradient (0-10%) of MeOH/DCM, to give 1-oxide 10 (454 mg, 94%) as a p... Yields the product [O-][N+]1=NC(=NC2=C1C=1CCCC1C=C2)NCCN(CCC)CCC (N1-(1-Oxido-8,9-dihydro-7H-indeno[5,4-e][1,2,4]triazin-3-yl)-N2,N2-dipropyl-1,2-ethanediamine). Yields the product CCCc1c(Cc2ccc(-c3ccccc3C#N)cc2)c(=O)n(C2CCC(C(O)c3ccc(OC)cc3)CC2)c2ncnn12. Starting materials: COc1ccc([Mg]Br)cc1, CCCc1c(Cc2ccc(-c3ccccc3C#N)cc2)c(=O)n(C2CCC(C=O)CC2)c2ncnn12, Cl, C1CCOC1. Reaction SMILES: [Br:37][Mg:38][c:39]1[cH:40][cH:41][c:42]([O:45][CH3:46])[cH:43][cH:44]1.[CH:1](=[O:2])[CH:3]1[CH2:4][CH2:5][CH:6]([n:9]2[c:10]3[n:11]([c:12]([CH2:31][CH2:32][CH3:33])[c:13]([CH2:16][c:17]4[cH:18][cH:19][c:20](-[c:23]5[c:24]([C:29]#[N:30])[cH:25][cH:26][cH:27][cH:28]5)[cH:21][cH:22]4)[c:14]2=[O:15])[n:34][cH:35][n:36]3)[CH2:7][CH2:8]1.[ClH:47].[O:48]1[CH2:49][CH2:50][CH2:51][CH2:52]1>>[CH:1]([OH:2])([CH:3]1[CH2:4][CH2:5][CH:6]([n:9]2[c:10]3[n:11]([c:12]([CH2:31][CH2:32][CH3:33])[c:13]([CH2:16][c:17]4[cH:18][cH:19][c:20](-[c:23]5[c:24]([C:29]#[N:30])[cH:25][cH:26][cH:27][cH:28]5)[cH:21][cH:22]4)[c:14]2=[O:15])[n:34][cH:35][n:36]3)[CH2:7][CH2:8]1)[c:39]1[cH:40][cH:41][c:42]([O:45][CH3:46])[cH:43][cH:44]1. Reactants: BrC=1C=C(C=CC1OCOCCOC)CC(=O)[O-] (3-bromo-4-(2-methoxyethoxymethoxy)phenylacetate), COCCOCOC1=C(C=O)C=CC=C1B1OC(C(O1)(C)C)(C)C (2-(2-methoxyethoxymethoxy)-3-(4,4,5,5-tetramethyl-[1,3,2]dioxaborolan-2-yl)benzaldehyde), C1(=CC=CC=C1)C (toluene). The product is C(=O)C=1C(=C(C=CC1)C1=CC(=CC=C1OCOCCOC)CC(=O)OC)OCOCCOC (methyl [3′-formyl-6,2′-bis(2-methoxyethoxymethoxy)biphenyl-3-yl]acetate). RXN SMILES: Br[C:2]1[CH:3]=[C:4]([CH2:15][C:16]([O-:18])=[O:17])[CH:5]=[CH:6][C:7]=1[O:8][CH2:9][O:10][CH2:11][CH2:12][O:13][CH3:14].[CH3:19][O:20][CH2:21][CH2:22][O:23][CH2:24][O:25][C:26]1[C:33](B2OC(C)(C)C(C)(C)O2)=[CH:32][CH:31]=[CH:30][C:27]=1[CH:28]=[O:29].[C:43]1(C)C=CC=CC=1>>[CH:28]([C:27]1[C:26]([O:25][CH2:24][O:23][CH2:22][CH2:21][O:20][CH3:19])=[C:33]([C:2]2[C:7]([O:8][CH2:9][O:10][CH2:11][CH2:12][O:13][CH3:14])=[CH:6][CH:5]=[C:4]([CH2:15][C:16]([O:18][CH3:43])=[O:17])[CH:3]=2)[CH:32]=[CH:31][CH:30]=1)=[O:29]. Reported procedure: Proceeding as in Reference 19, but substituting 3-bromo-4-(2-methoxyethoxymethoxy)phenylacetate (2.43 g, 7.28 mmol) and 2-(2-methoxyethoxymethoxy)-3-(4,4,5,5-tetramethyl-[1,3,2]dioxaborolan-2-yl)benzaldehyde in toluene (7.28 mmol, 0.1 M, 73 mL), gave methyl [3′-formyl-6,2′-bis(2-methoxyethoxymethoxy)biphenyl-3-yl]acetate (2.42 g). Reactants: OCCCCCCCCCCCC(=O)O (12-hydroxy dodecanoic acid), [Cr](=O)(=O)([O-])Cl.[NH+]1=CC=CC=C1 (PCC). Yields the product O=CCCCCCCCCCCC(=O)O (12-Oxo-dodecanoic acid). RXN SMILES: [OH:1][CH2:2][CH2:3][CH2:4][CH2:5][CH2:6][CH2:7][CH2:8][CH2:9][CH2:10][CH2:11][CH2:12][C:13]([OH:15])=[O:14].[Cr](Cl)([O-])(=O)=O.[NH+]1C=CC=CC=1>>[O:1]=[CH:2][CH2:3][CH2:4][CH2:5][CH2:6][CH2:7][CH2:8][CH2:9][CH2:10][CH2:11][CH2:12][C:13]([OH:15])=[O:14] |f:1.2|. Procedure: 14 g 12-hydroxy dodecanoic acid (1 eq.) was oxidized with 27.9 g PCC (Pyridinium chlorochromate) (2 eq.) for about 25 min at 37° C. as described in example 1, step a. Starting materials: CCOC(=O)C1=C(OC(=O)C=C1C)C (Ethyl isodehydroacetate), [OH-].[Na+] (sodium hydroxide), Cl (hydrochloric acid). The solvent is O (water). Yields the product CC1C=CC(=O)OC1=O (4-Methylglutaconic Anhydride). RXN SMILES: CCO[C:4]([C:6]1[C:12](C)=[CH:11][C:9](=[O:10])[O:8][C:7]=1C)=O.[OH-:15].[Na+].Cl>O>[CH3:4][CH:6]1[C:7](=[O:15])[O:8][C:9](=[O:10])[CH:11]=[CH:12]1 |f:1.2|. Procedure: The procedure found in J. Am. Chem. Soc. 75, 2377-9 (1953) was generally followed. Ethyl isodehydroacetate (100 g, 0.51 mol) was added to a warm solution of sodium hydroxide (68.5 g., 0.71 mol) in water (500 mL) and stirred for an hour until the mixture became clear. The solution was acidified with concentrated hydrochloric acid (200 mL) and was extracted with ethyl acetate. The extract was dried over magnesium sulfate and concentrated by evaporation under reduced pressure. The residue was mixed...